Dataset: the Open Reaction Database (ORD), a public repository of structured organic reaction records. Task: describe an organic reaction: reactants, conditions, products, and yield Starting materials: ClC1=C(C(=O)C#N)C=C(C=C1Cl)Cl (2,3,5-trichlorobenzoyl cyanide), C(O)(O)=O.NNC(=N)N (aminoguanidine bicarbonate), [N+](=O)(O)[O-] (nitric acid). Solvent: CS(=O)C (dimethylsulphoxide). Conditions: time 3 hour. Yields the product NC=1N=NC(=C(N1)N)C1=C(C(=CC(=C1)Cl)Cl)Cl (3,5-diamino-6-(2,3,5-trichlorophenyl)-1,2,4 -triazine). Reaction SMILES: [Cl:1][C:2]1[C:11]([Cl:12])=[CH:10][C:9]([Cl:13])=[CH:8][C:3]=1[C:4]([C:6]#[N:7])=O.C(=O)(O)O.[NH2:18][NH:19][C:20]([NH2:22])=[NH:21].[N+]([O-])(O)=O>CS(C)=O>[NH2:21][C:20]1[N:19]=[N:18][C:4]([C:3]2[CH:8]=[C:9]([Cl:13])[CH:10]=[C:11]([Cl:12])[C:2]=2[Cl:1])=[C:6]([NH2:7])[N:22]=1 |f:1.2|. Procedure: A solution of 2,3,5-trichlorobenzoyl cyanide (38.5 g, 0.16M) in dimethylsulphoxide (80 ml) was added dropwise to a stirred suspension of aminoguanidine bicarbonate (65.76 g, 0.32M) which had been treated with 8N aqueous nitric acid (560 ml). The mixture was stirred for 3 hours and then was left to stand at room temperature for 21 days. The solid was filtered off, washed with water (2×100 ml) and dried in vacuo. A suspension of the dried solid in a 10% solution of potassium hydroxide pellets in m... Starting materials: N1(CCOCC1)CCNC1=NC=C2C(=N1)N(N=C2C2=CC(=CC=C2)NCC2=CSC=C2)COCC[Si](C)(C)C ((2-morpholin-4-yl-ethyl)-[3-{3-[(thiophen-3-ylmethyl)-amino]-phenyl}-1-(2-trimethylsilanyl-ethoxymethyl)-1H-pyrazolo[3,4-d]pyrimidin-6-yl]-amine), C(=O)(C(F)(F)F)O (TFA). The solvent is ClCCl (dichloromethane). Run at time 2 hour. Yields the product N1(CCOCC1)CCNC1=NC=C2C(=N1)NN=C2C2=CC(=CC=C2)NCC2=CSC=C2 ((2-morpholin-4-yl-ethyl)-(3-{3-[(thiophen-3-ylmethyl)-amino]-phenyl}-1H-pyrazolo[3,4-d]pyrimidin-6-yl)-amine). Reaction SMILES: [N:1]1([CH2:7][CH2:8][NH:9][C:10]2[N:15]=[C:14]3[N:16](COCC[Si](C)(C)C)[N:17]=[C:18]([C:19]4[CH:24]=[CH:23][CH:22]=[C:21]([NH:25][CH2:26][C:27]5[CH:31]=[CH:30][S:29][CH:28]=5)[CH:20]=4)[C:13]3=[CH:12][N:11]=2)[CH2:6][CH2:5][O:4][CH2:3][CH2:2]1.C(O)(C(F)(F)F)=O>ClCCl>[N:1]1([CH2:7][CH2:8][NH:9][C:10]2[N:15]=[C:14]3[NH:16][N:17]=[C:18]([C:19]4[CH:24]=[CH:23][CH:22]=[C:21]([NH:25][CH2:26][C:27]5[CH:31]=[CH:30][S:29][CH:28]=5)[CH:20]=4)[C:13]3=[CH:12][N:11]=2)[CH2:6][CH2:5][O:4][CH2:3][CH2:2]1. Reported procedure: To the stirred solution of (2-morpholin-4-yl-ethyl)-[3-{3-[(thiophen-3-ylmethyl)-amino]-phenyl}-1-(2-trimethylsilanyl-ethoxymethyl)-1H-pyrazolo[3,4-d]pyrimidin-6-yl]-amine (150 mg, 0.265 mmol) in dichloromethane (3 mL) was added TFA (3 mL) at room temperature. The resulting mixture was stirred for another two hours at this temperature. The solvent was then evaporated under reduced pressure and the pH of the residue was adjusted to 8 with saturated NaHCO3. The resulting mixture was extracted with... The reactants are OC1=CC=C(C(=O)CNC2=C(C=CC(=C2)OC)C2CC=3C=CC(=CC3CC2)OC(C(C)(C)C)=O)C=C1 (pivalic acid 6-{2-[(4-hydroxybenzoyl)methylamino]-4-methoxyphenyl}-5,6,7,8-tetrahydronaphthalen-2-yl ester), C12CCC(CC1)N2C(CBr)=O (1-(7-azabicyclo[2.2.1]hept-7-yl)-2-bromoethanone). Product: C12CCC(CC1)N2CCOC2=CC=C(CCNC1=C(C=CC(=C1)OC)C1CC=3C=CC(=CC3CC1)O)C=C2 (6-{2-{{4-[2-(7-Azabicyclo[2.2.1]hept-7-yl)ethoxy]benzyl}methylamino}-4-methoxyphenyl}-5,6,7,8-tetrahydronaphthalen-2-ol). Yield: 57.1%. RXN SMILES: [OH:1][C:2]1[CH:36]=[CH:35][C:5]([C:6]([CH2:8][NH:9][C:10]2[CH:15]=[C:14]([O:16][CH3:17])[CH:13]=[CH:12][C:11]=2[CH:18]2[CH2:27][CH2:26][C:25]3[CH:24]=[C:23]([O:28]C(=O)C(C)(C)C)[CH:22]=[CH:21][C:20]=3[CH2:19]2)=O)=[CH:4][CH:3]=1.[CH:37]12[N:43]([C:44](=O)[CH2:45]Br)[CH:40]([CH2:41][CH2:42]1)[CH2:39][CH2:38]2>>[CH:37]12[N:43]([CH2:44][CH2:45][O:1][C:2]3[CH:36]=[CH:35][C:5]([CH2:6][CH2:8][NH:9][C:10]4[CH:15]=[C:14]([O:16][CH3:17])[CH:13]=[CH:12][C:11]=4[CH:18]4[CH2:27][CH2:26][C:25]5[CH:24]=[C:23]([OH:28])[CH:22]=[CH:21][C:20]=5[CH2:19]4)=[CH:4][CH:3]=3)[CH:40]([CH2:41][CH2:42]1)[CH2:39][CH2:38]2. Procedure: Synthesized from pivalic acid 6-{2-[(4-hydroxybenzoyl)methylamino]-4-methoxyphenyl}-5,6,7,8-tetrahydronaphthalen-2-yl ester (25 mg) and 1-(7-azabicyclo[2.2.1]hept-7-yl)-2-bromoethanone (22 mg) according to an analogous synthetic method to Example 404 and purified by LC-MS, the title compound (15 mg) was obtained. Reactants: tetrakistriphenylphosphine palladium, C1(=CC=CC=C1)B(O)O (phenylboronic acid), [OH-].[Ba+2].[OH-] (barium hydroxide), COCCOC (1,2-dimethoxyethane), ClC1=NC=NC(=C1)Cl (4,6-dichloropyrimidine). The solvent is O (water), O (water). Run at temperature 80 celsius, time 6 hour. Product: ClC1=NC=NC(=C1)C1=CC=CC=C1 (4-chloro-6-phenylpyrimidine). Isolated yield 35.9%. Reaction SMILES: [C:1]1(B(O)O)[CH:6]=[CH:5][CH:4]=[CH:3][CH:2]=1.[OH-].[Ba+2].[OH-].COCCOC.[Cl:19][C:20]1[CH:25]=[C:24](Cl)[N:23]=[CH:22][N:21]=1>O>[Cl:19][C:20]1[CH:25]=[C:24]([C:1]2[CH:6]=[CH:5][CH:4]=[CH:3][CH:2]=2)[N:23]=[CH:22][N:21]=1 |f:1.2.3|. Procedure details: A reaction vessel was charged with 0.17 g of tetrakistriphenylphosphine palladium, 0.91 g of phenylboronic acid, and 3.53 g of barium hydroxide, to which 44 ml of 1,2-dimethoxyethane, 8 ml of water, and 1.11 g of 4,6-dichloropyrimidine were added, followed by stirring at 80° C. under an atmosphere of a nitrogen gas for 6 hours. The reaction mixture was then left for cooling to room temperature, and water was added to the reaction mixture, which was extracted with ethyl acetate. The organic layer... As a reaction SMILES: [Br:17][c:18]1[cH:19][cH:20][c:21]([CH:22]=[CH2:23])[cH:24][cH:25]1.[C:36]([O-:37])(=[O:38])[CH3:39].[C:41]([O-:42])(=[O:43])[CH3:44].[CH2:26]([N:27]([CH3:28])[CH3:29])[c:30]1[cH:31][cH:32][cH:33][cH:34][cH:35]1.[CH3:45][c:46]1[cH:47][cH:48][c:49]([CH3:50])[cH:51][cH:52]1.[Cl:1][C:2](=[O:3])[c:4]1[cH:5][cH:6][c:7]([CH:8]=[CH:9][C:10](=[O:11])[O:12][CH2:13][CH3:14])[cH:15][cH:16]1.[Pd+2:40]>>[CH:2]([c:4]1[cH:5][cH:6][c:7]([CH:8]=[CH:9][C:10](=[O:11])[O:12][CH2:13][CH3:14])[cH:15][cH:16]1)=[CH:22][c:21]1[cH:20][cH:19][c:18]([Br:17])[cH:25][cH:24]1. The product is CCOC(=O)C=Cc1ccc(C=Cc2ccc(Br)cc2)cc1. The reactants are C=Cc1ccc(Br)cc1, CC(=O)[O-], CC(=O)[O-], CN(C)Cc1ccccc1, Cc1ccc(C)cc1, CCOC(=O)C=Cc1ccc(C(=O)Cl)cc1, [Pd+2]. Reactants: [OH-].[Na+] (sodium hydroxide), N1(CCCCC1)CCCOC1=CC=C(C=O)C=C1 (4-(3-Piperidin-1-yl-propoxy)-benzaldehyde), C(C1=CC=CC=C1)=C1CCNCC1 (4-Benzylidene-piperidine), C(C)(=O)O[BH-](OC(C)=O)OC(C)=O.[Na+] (sodium triacetoxyborohydride), C(Cl)Cl (DCM). The solvent is C(C)(=O)O (acetic acid). Reaction conditions: time 16 hour. Yields the product N.C(Cl)Cl (ammonia DCM), C(C1=CC=CC=C1)=C1CCN(CC1)CC1=CC=C(OCCCN2CCCCC2)C=C1 (1-{3-[4-(4-Benzylidene-piperidin-1-ylmethyl)-phenoxy]-propyl}-piperidine). Yield: 1.0%. As a reaction SMILES: [N:1]1([CH2:7][CH2:8][CH2:9][O:10][C:11]2[CH:18]=[CH:17][C:14]([CH:15]=O)=[CH:13][CH:12]=2)[CH2:6][CH2:5][CH2:4][CH2:3][CH2:2]1.[CH:19](=[C:26]1[CH2:31][CH2:30][NH:29][CH2:28][CH2:27]1)[C:20]1[CH:25]=[CH:24][CH:23]=[CH:22][CH:21]=1.C(O[BH-](OC(=O)C)OC(=O)C)(=O)C.[Na+].[OH-].[Na+].[CH2:48]([Cl:50])[Cl:49]>C(O)(=O)C>[NH3:1].[CH2:48]([Cl:50])[Cl:49].[CH:19](=[C:26]1[CH2:31][CH2:30][N:29]([CH2:15][C:14]2[CH:17]=[CH:18][C:11]([O:10][CH2:9][CH2:8][CH2:7][N:1]3[CH2:6][CH2:5][CH2:4][CH2:3][CH2:2]3)=[CH:12][CH:13]=2)[CH2:28][CH2:27]1)[C:20]1[CH:25]=[CH:24][CH:23]=[CH:22][CH:21]=1 |f:2.3,4.5,8.9|. Reported procedure: A solution of the product of Example 9 (204 mg), 4-Benzylidene-piperidine (145 mg), and acetic acid (0.05 mL) in DCM (3 mL) was treated with sodium triacetoxyborohydride (300 mg). After 16 h, the resulting mixture was treated with 10% sodium hydroxide (5 mL) and extracted with DCM (3×10 mL). The combined organic phases were dried (magnesium sulfate) and evaporated. Chromatography of the residue (1 to 5% 2 M methanolic ammonia/DCM) gave the title compound as a colorless oil (308 mg). 1H NMR (400 ... Reaction SMILES: [NH:1]1[CH:5]=[N:4][C:3]([C:6]([NH2:8])=[O:7])=[N:2]1.C[O-].[Na+:11]>CO>[Na+:11].[NH:1]1[CH:5]=[N:4][C:3]([C:6]([NH-:8])=[O:7])=[N:2]1 |f:1.2,4.5|. Reactants: N1N=C(N=C1)C(=O)N (1,2,4-triazole-3-carboxamide), C[O-].[Na+] (sodium methoxide). Solvent: CO (methanol). Reported procedure: A 0.6 g. portion of 1,2,4-triazole-3-carboxamide is added to 5.4 ml. of a solution of 1N sodium methoxide in methanol contained in a test tube at room temperature. The mixture is shaken vigorously. Within about 1/2 to one minute most of the solid dissolves. The mixture is quickly filtered through a sintered glass funnel with vacuum. The light yellow filtrate is allowed to stand and deposits a colorless solid. A portion of methanol is added and the solid is collected, washed with methanol and air... Yields the product [Na+].N1N=C(N=C1)C(=O)[NH-] (1,2,4-triazole-3-carboxamide sodium salt).